This data is from the Open Reaction Database (ORD), a public repository of structured organic reaction records. The task is: describe an organic reaction: reactants, conditions, products, and yield The reactants are Cn1c(=O)[nH]c2ccccc21, ClCC=CCCl, [H-], [Na+], CN(C)C=O, O. Product: Cn1c(=O)n(CC=CCCl)c2ccccc21. RXN SMILES: [CH3:1][n:2]1[c:3](=[O:11])[nH:4][c:5]2[c:6]1[cH:7][cH:8][cH:9][cH:10]2.[Cl:14][CH2:15][CH:16]=[CH:17][CH2:18][Cl:19].[H-:12].[Na+:13].[O:21]=[CH:22][N:23]([CH3:24])[CH3:25].[OH2:20]>>[CH3:1][n:2]1[c:3](=[O:11])[n:4]([CH2:18][CH:17]=[CH:16][CH2:15][Cl:14])[c:5]2[c:6]1[cH:7][cH:8][cH:9][cH:10]2. The reactants are CCCCO, Clc1ccnc(Cl)n1, NCCCN1CCOCC1, O. The product is Clc1nccc(NCCCN2CCOCC2)n1. Reaction SMILES: [CH2:9]([OH:10])[CH2:11][CH2:12][CH3:13].[Cl:1][c:2]1[n:3][cH:4][cH:5][c:6]([Cl:8])[n:7]1.[O:14]1[CH2:15][CH2:16][N:17]([CH2:20][CH2:21][CH2:22][NH2:23])[CH2:18][CH2:19]1.[OH2:24]>>[Cl:1][c:2]1[n:3][cH:4][cH:5][c:6]([NH:23][CH2:22][CH2:21][CH2:20][N:17]2[CH2:16][CH2:15][O:14][CH2:19][CH2:18]2)[n:7]1. The product is ClC1=CC=C(C=C1)OC(N(C)[C@@H]1CC[C@H](CC1)C#CCCN(C)C)=O (trans-[4-(4-Dimethylamino-but-1-ynyl)-cyclohexyl]-methyl-carbamic acid 4-chloro-phenyl ester). Reaction SMILES: [Cl:1][C:2]1[CH:27]=[CH:26][C:5]([O:6][C:7]([N:9]([CH3:25])[C@H:10]2[CH2:15][CH2:14][C@H:13]([C:16]#[C:17][CH2:18][CH2:19]OS(C)(=O)=O)[CH2:12][CH2:11]2)=[O:8])=[CH:4][CH:3]=1.[CH3:28][NH:29][CH3:30]>CO>[Cl:1][C:2]1[CH:27]=[CH:26][C:5]([O:6][C:7](=[O:8])[N:9]([C@H:10]2[CH2:15][CH2:14][C@H:13]([C:16]#[C:17][CH2:18][CH2:19][N:29]([CH3:30])[CH3:28])[CH2:12][CH2:11]2)[CH3:25])=[CH:4][CH:3]=1. The solvent is CO (methanol). The yield is 33.5%. The reactants are ClC1=CC=C(OC(=O)N([C@@H]2CC[C@H](CC2)C#CCCOS(=O)(=O)C)C)C=C1 (trans-Methanesulfonic acid 4-{4-[(4-chloro-phenoxycarbonyl)-methyl-amino]-cyclohexyl}-but-3-ynyl ester), CNC (Dimethylamine). Procedure details: A solution of 400 mg (corresponds to 0.69 mmol) of crude trans-Methanesulfonic acid 4-{4-[(4-chloro-phenoxycarbonyl)-methyl-amino]-cyclohexyl}-but-3-ynyl ester in 4 ml of methanol was treated with 1.23 ml (6.88 mmol) Dimethylamine (33% in EtOH, 5.6M) and stirred over night at RT. The reaction was heated at 70° C. for 2 h, cooled, evaporated and the residue extracted with aqueous saturated NaHCO3/Et2O (3×). The organic phase was dried with Na2SO4, filtered and evaporated. Purification by flash co... The reactants are BrC=1C=NC=2N(C1)N=C(C2)C(=O)O (6-bromo-pyrazolo[1,5-a]pyrimidine-2-carboxylic acid), ClC1=CC=C2CCNC(C2=C1)C (7-Chloro-1-methyl-1,2,3,4-tetrahydro-isoquinoline). The product is BrC=1C=NC=2N(C1)N=C(C2)C(=O)N2C(C1=CC(=CC=C1CC2)Cl)C ((6-Bromo-pyrazolo[1,5-a]pyrimidin-2-yl)-(7-chloro-1-methyl-3,4-dihydro-1H-isoquinolin-2-yl)-methanone). Isolated yield 46.0%. As a reaction SMILES: [Br:1][C:2]1[CH:3]=[N:4][C:5]2[N:6]([N:8]=[C:9]([C:11]([OH:13])=O)[CH:10]=2)[CH:7]=1.[Cl:14][C:15]1[CH:24]=[C:23]2[C:18]([CH2:19][CH2:20][NH:21][CH:22]2[CH3:25])=[CH:17][CH:16]=1>>[Br:1][C:2]1[CH:3]=[N:4][C:5]2[N:6]([N:8]=[C:9]([C:11]([N:21]3[CH2:20][CH2:19][C:18]4[C:23](=[CH:24][C:15]([Cl:14])=[CH:16][CH:17]=4)[CH:22]3[CH3:25])=[O:13])[CH:10]=2)[CH:7]=1. Procedure: In close analogy to the procedure described in Example 1, 6-bromo-pyrazolo[1,5-a]pyrimidine-2-carboxylic acid is reacted with 7-Chloro-1-methyl-1,2,3,4-tetrahydro-isoquinoline to provide the title compound. The reactants are COC([C@H](C)N(CC(OC)OC)C(=O)OCC1=CC=CC=C1)=O ((S)-2-[benzyloxycarbonyl-(2,2-dimethoxy-ethyl)-amino]-propionic acid methyl ester), C1(=CC=C(C=C1)S(=O)(=O)[O-])C.[NH+]1=CC=CC=C1 (pyridinium toluene-4-sulfonate), O (water). Solvent: CC(CC)=O (2-butanone). Yields the product COC([C@H](C)N(CC=O)C(=O)OCC1=CC=CC=C1)=O ((S)-2-[Benzyloxycarbonyl-(2-oxo-ethyl)-amino]-propionic acid methyl ester). Isolated yield 108.8%. Reaction SMILES: [CH3:1][O:2][C:3](=[O:23])[C@@H:4]([N:6]([C:13]([O:15][CH2:16][C:17]1[CH:22]=[CH:21][CH:20]=[CH:19][CH:18]=1)=[O:14])[CH2:7][CH:8](OC)[O:9]C)[CH3:5].C1(C)C=CC(S([O-])(=O)=O)=CC=1.[NH+]1C=CC=CC=1.O>CC(=O)CC>[CH3:1][O:2][C:3](=[O:23])[C@@H:4]([N:6]([C:13]([O:15][CH2:16][C:17]1[CH:18]=[CH:19][CH:20]=[CH:21][CH:22]=1)=[O:14])[CH2:7][CH:8]=[O:9])[CH3:5] |f:1.2|. Reported procedure: A solution of (S)-2-[benzyloxycarbonyl-(2,2-dimethoxy-ethyl)-amino]-propionic acid methyl ester (26.0 g, 80.0 mmol) and pyridinium toluene-4-sulfonate (10.0 g, 40.0 mmol) in 2-butanone (260 mL) and water (8.6 mL, 0.48 mol) was heated under reflux for 16 h, then the solution was partitioned between ethyl acetate and water. The organic layer was washed with brine, dried (MgSO4), filtered, and evaporated to afford the title compound (24.3 g), which was directly used in the next step. Yellow oil, MS... Reactants: CS(=O)(=O)C1=CC=C(C(=O)O)C=C1 (4-(methylsulfonyl)benzoic acid), ClC=1C=C(C2=C(NN=N2)C1)O (6-chloro-hydroxybenzotriazole), NC1=CC=CC=C1 (aniline), C(CCl)Cl (EDC), CCN(C(C)C)C(C)C (DIPEA). The product is ClC1=C(C=C(C=C1)NC(C1=CC=C(C=C1)S(=O)(=O)C)=O)C1=NC2=CC=CC=C2N=C1 (N-(4-chloro-3-quinoxalin-2-yl-phenyl)-4-methanesulfonyl-benzamide). The yield is 52.2%. Reaction SMILES: [CH3:1][S:2]([C:5]1[CH:13]=[CH:12][C:8]([C:9]([OH:11])=O)=[CH:7][CH:6]=1)(=[O:4])=[O:3].[CH2:14]([Cl:17])[CH2:15]Cl.CCN(C(C)C)C(C)C.Cl[C:28]1[CH:29]=[C:30](O)[C:31]2[N:35]=N[NH:33][C:32]=2[CH:36]=1.[NH2:38][C:39]1[CH:44]=[CH:43][CH:42]=[CH:41][CH:40]=1>>[Cl:17][C:14]1[CH:15]=[CH:44][C:39]([NH:38][C:9](=[O:11])[C:8]2[CH:7]=[CH:6][C:5]([S:2]([CH3:1])(=[O:3])=[O:4])=[CH:13][CH:12]=2)=[CH:40][C:41]=1[C:42]1[CH:43]=[N:35][C:31]2[C:32](=[CH:36][CH:28]=[CH:29][CH:30]=2)[N:33]=1. Reported procedure: Procedure D was performed using 4-(methylsulfonyl)benzoic acid (102 mg, 0.49 mmol), EDC (186 mg, 0.93 mmol), DIPEA (0.16 ml, 0.93 mmol), 6-chloro-hydroxybenzotriazole (162 mg, 0.93 mmol) and aniline (119 mg, 0.46 mmol). The crude product was purified by flash column chromatography on silica gel eluting with EtOAc:hexanes (0:1 to 3:2) to afford the desired 4-chloro-3-quinoxalin-2-yl-phenylamine (104 mg, 0.24 mmol). The reactants are CC(=O)[O-], CC(=O)[O-], CCC(CC)(c1ccc(C#CC2(O[Si](C)(C)C)CCSCC2)c(C)c1)c1ccc(B2OC(C)(C)C(C)(C)O2)c(C)c1, COC(=O)Cc1cncc(Br)c1, Cc1ccccc1, COc1cccc(OC)c1-c1ccccc1P(C1CCCCC1)C1CCCCC1, [K+], [K+], [K+], O, O=P([O-])([O-])[O-], [Pd+2]. Yields the product CCC(CC)(c1ccc(C#CC2(O[Si](C)(C)C)CCSCC2)c(C)c1)c1ccc(-c2cncc(CC(=O)OC)c2)c(C)c1. As a reaction SMILES: [C:103]([O-:104])(=[O:105])[CH3:106].[C:98]([O-:99])(=[O:100])[CH3:101].[CH2:50]([CH3:51])[C:52]([CH2:53][CH3:54])([c:55]1[cH:56][c:57]([CH3:74])[c:58]([C:61]#[C:62][C:63]2([O:69][Si:70]([CH3:71])([CH3:72])[CH3:73])[CH2:64][CH2:65][S:66][CH2:67][CH2:68]2)[cH:59][cH:60]1)[c:75]1[cH:76][c:77]([CH3:90])[c:78]([B:81]2[O:82][C:83]([CH3:84])([CH3:85])[C:86]([CH3:87])([CH3:88])[O:89]2)[cH:79][cH:80]1.[CH3:1][O:2][C:3]([CH2:4][c:5]1[cH:6][n:7][cH:8][c:9]([Br:11])[cH:10]1)=[O:12].[CH3:91][c:92]1[cH:93][cH:94][cH:95][cH:96][cH:97]1.[CH:13]1([P:14]([CH:15]2[CH2:16][CH2:17][CH2:18][CH2:19][CH2:20]2)[c:21]2[cH:22][cH:23][cH:24][cH:25][c:26]2-[c:27]2[c:28]([O:29][CH3:30])[cH:31][cH:32][cH:33][c:34]2[O:35][CH3:36])[CH2:37][CH2:38][CH2:39][CH2:40][CH2:41]1.[K+:47].[K+:48].[K+:49].[OH2:107].[P:42]([O-:43])([O-:44])([O-:45])=[O:46].[Pd+2:102]>>[CH3:1][O:2][C:3]([CH2:4][c:5]1[cH:6][n:7][cH:8][c:9](-[c:78]2[c:77]([CH3:90])[cH:76][c:75]([C:52]([CH2:50][CH3:51])([CH2:53][CH3:54])[c:55]3[cH:56][c:57]([CH3:74])[c:58]([C:61]#[C:62][C:63]4([O:69][Si:70]([CH3:71])([CH3:72])[CH3:73])[CH2:64][CH2:65][S:66][CH2:67][CH2:68]4)[cH:59][cH:60]3)[cH:80][cH:79]2)[cH:10]1)=[O:12]. The reactants are C([O-])([O-])=O.[Na+].[Na+] (sodium carbonate), BrC=1C=C(C(=NC1)Cl)NS(=O)(=O)C1=CC=C(C=C1)OC (N-(5-bromo-2-chloropyridin-3-yl)-4-methoxybenzenesulfonamide), CC1(OB(OC1(C)C)C1=CC2=C(N=C(S2)NC(=O)C2CCCCC2)C=C1)C (N-(6-(4,4,5,5-tetramethyl-1,3,2-dioxaborolan-2-yl)benzo[d]thiazol-2-yl)cyclohexanecarboxamide). The reagents and catalysts are C1=CC=C(C=C1)P([C-]2C=CC=C2)C3=CC=CC=C3.C1=CC=C(C=C1)P([C-]2C=CC=C2)C3=CC=CC=C3.Cl[Pd]Cl.[Fe+2].C(Cl)Cl (PdCl2(dppf) CH2Cl2). Run in O1CCOCC1 (dioxane). Reaction conditions: temperature 90 celsius. The product is ClC1=C(C=C(C=N1)C1=CC2=C(N=C(S2)NC(=O)C2CCCCC2)C=C1)NS(=O)(=O)C1=CC=C(C=C1)OC (N-(6-(6-chloro-5-(4-methoxyphenylsulfonamido)pyridin-3-yl)benzo[d]thiazol-2-yl)cyclohexanecarboxamide). Yield: 21.8%. RXN SMILES: C(=O)([O-])[O-].[Na+].[Na+].Br[C:8]1[CH:9]=[C:10]([NH:15][S:16]([C:19]2[CH:24]=[CH:23][C:22]([O:25][CH3:26])=[CH:21][CH:20]=2)(=[O:18])=[O:17])[C:11]([Cl:14])=[N:12][CH:13]=1.CC1(C)C(C)(C)OB([C:35]2[CH:52]=[CH:51][C:38]3[N:39]=[C:40]([NH:42][C:43]([CH:45]4[CH2:50][CH2:49][CH2:48][CH2:47][CH2:46]4)=[O:44])[S:41][C:37]=3[CH:36]=2)O1>C1C=CC(P(C2C=CC=CC=2)[C-]2C=CC=C2)=CC=1.C1C=CC(P(C2C=CC=CC=2)[C-]2C=CC=C2)=CC=1.Cl[Pd]Cl.[Fe+2].C(Cl)Cl.O1CCOCC1>[Cl:14][C:11]1[N:12]=[CH:13][C:8]([C:35]2[CH:52]=[CH:51][C:38]3[N:39]=[C:40]([NH:42][C:43]([CH:45]4[CH2:50][CH2:49][CH2:48][CH2:47][CH2:46]4)=[O:44])[S:41][C:37]=3[CH:36]=2)=[CH:9][C:10]=1[NH:15][S:16]([C:19]1[CH:24]=[CH:23][C:22]([O:25][CH3:26])=[CH:21][CH:20]=1)(=[O:18])=[O:17] |f:0.1.2,5.6.7.8.9|. Reported procedure: A reaction tube was charged with 2.0 M aqeuous sodium carbonate (199 μL, 397 μmol), PdCl2(dppf)-CH2Cl2 (11 mg, 13 μmol), N-(5-bromo-2-chloropyridin-3-yl)-4-methoxybenzenesulfonamide (50 mg, 132 μmol), N-(6-(4,4,5,5-tetramethyl-1,3,2-dioxaborolan-2-yl)benzo[d]thiazol-2-yl)cyclohexanecarboxamide (77 mg, 199 μmol) and 0.7 mL dioxane. The tube was purged with argon, sealed and the mixture was heated at 90° C. for 3 h. The reaction mixture was concentrated, dissolved in CH2C2Cl2/MeOH, and purified by... The reactants are ClCC=1N=C2N(C(C1)=O)C=CC=C2 (2-(chloromethyl)-4H-pyrido[1,2-a]pyrimidin-4-one), BrNC(CCC(=O)N)=O (N-bromosuccinamide), C(C)(=O)O (acetic acid), O (water). Run in C(Cl)Cl (DCM). Conditions: time 4.5 hour. Product: BrC1=C(N=C2N(C1=O)C=CC=C2)CCl (3-bromo-2-(chloromethyl)-4H-pyrido[1,2-a]pyrimidin-4-one). RXN SMILES: [Cl:1][CH2:2][C:3]1[N:4]=[C:5]2[CH:13]=[CH:12][CH:11]=[CH:10][N:6]2[C:7](=[O:9])[CH:8]=1.[Br:14]NC(=O)CCC(N)=O.C(O)(=O)C.O>C(Cl)Cl>[Br:14][C:8]1[C:7](=[O:9])[N:6]2[CH:10]=[CH:11][CH:12]=[CH:13][C:5]2=[N:4][C:3]=1[CH2:2][Cl:1]. Procedure details: A mixture of 2-(chloromethyl)-4H-pyrido[1,2-a]pyrimidin-4-one (3.564 g, 1.0 equiv.), N-bromosuccinamide (1.0 equiv.) and acetic acid (48.2 mL) was stirred at rt for 4.5 h, at this point LCMS showed reaction was complete. The mixture was poured into water (200 mL) and the resulting precipitate was collected by filtration, washed with water (200 mL) and dried to give an orange solid. The solid was dissolved in DCM (100 mL), dried over Na2SO4, filtered and cond under reduced pressure to give desire...